Dataset: the Open Reaction Database (ORD), a public repository of structured organic reaction records. Task: describe an organic reaction: reactants, conditions, products, and yield Starting materials: CN(C)c1ccccn1, ClCCl, Cn1nc(-c2ccc(F)cc2)c(-c2ccncc2)c1N, O=C=Nc1ccccc1. Yields the product Cn1nc(-c2ccc(F)cc2)c(-c2ccncc2)c1NC(=O)Nc1ccccc1. As a reaction SMILES: [CH3:30][N:31]([c:32]1[cH:33][cH:34][cH:35][cH:36][n:37]1)[CH3:38].[Cl:39][CH2:40][Cl:41].[NH2:1][c:2]1[c:3](-[c:15]2[cH:16][cH:17][n:18][cH:19][cH:20]2)[c:4](-[c:8]2[cH:9][cH:10][c:11]([F:14])[cH:12][cH:13]2)[n:5][n:6]1[CH3:7].[O:21]=[C:22]=[N:23][c:24]1[cH:25][cH:26][cH:27][cH:28][cH:29]1>>[NH:1]([c:2]1[c:3](-[c:15]2[cH:16][cH:17][n:18][cH:19][cH:20]2)[c:4](-[c:8]2[cH:9][cH:10][c:11]([F:14])[cH:12][cH:13]2)[n:5][n:6]1[CH3:7])[C:22](=[O:21])[NH:23][c:24]1[cH:25][cH:26][cH:27][cH:28][cH:29]1. Product: C(C)(C)C1=NC=NN1C=1C=C(C(=O)O)C=C(C1)C1=NC=C(C=C1)C (3-(5-isopropyl-[1,2,4]triazol-1-yl)-5-(5-methyl-pyridin-2-yl)-benzoic acid). The solvent is CO (MeOH). Starting materials: [OH-].[Na+] (NaOH), COC(C1=CC(=CC(=C1)C1=NC=C(C=C1)C)N1N=CN=C1C(C)C)=O (3-(5-Isopropyl-[1,2,4]triazol-1-yl)-5-(5-methyl-pyridin-2-yl)-benzoic acid methyl ester), Cl (HCl). Conditions: time 18 hour. Yield: 126.7%. As a reaction SMILES: C[O:2][C:3](=[O:25])[C:4]1[CH:9]=[C:8]([C:10]2[CH:15]=[CH:14][C:13]([CH3:16])=[CH:12][N:11]=2)[CH:7]=[C:6]([N:17]2[C:21]([CH:22]([CH3:24])[CH3:23])=[N:20][CH:19]=[N:18]2)[CH:5]=1.[OH-].[Na+].Cl>CO>[CH:22]([C:21]1[N:17]([C:6]2[CH:5]=[C:4]([CH:9]=[C:8]([C:10]3[CH:15]=[CH:14][C:13]([CH3:16])=[CH:12][N:11]=3)[CH:7]=2)[C:3]([OH:25])=[O:2])[N:18]=[CH:19][N:20]=1)([CH3:24])[CH3:23] |f:1.2|. Procedure: 3-(5-Isopropyl-[1,2,4]triazol-1-yl)-5-(5-methyl-pyridin-2-yl)-benzoic acid methyl ester (2.0 g, 6 mmol) was dissolved in 30 mL MeOH, and 2.0 mL of 3N aqueous NaOH was added. The reaction mixture was stirred at room temperature for 18 hours, then cooled and acidified with 10% aqueous HCl, and concentrated under reduced pressure to yield 2.45 g of 3-(5-isopropyl-[1,2,4]triazol-1-yl)-5-(5-methyl-pyridin-2-yl)-benzoic acid. Starting materials: O=C(F)c1ccccc1, [Cl-]. The product is O=C(Cl)c1ccccc1. RXN SMILES: [C:1]([c:2]1[cH:3][cH:4][cH:5][cH:6][cH:7]1)(=[O:8])[F:9].[Cl-:10]>>[C:1]([c:2]1[cH:3][cH:4][cH:5][cH:6][cH:7]1)(=[O:8])[Cl:10].